From a dataset of the Open Reaction Database (ORD), a public repository of structured organic reaction records. describe an organic reaction: reactants, conditions, products, and yield RXN SMILES: [Cl:1]C1C=CC([C@H]2[C@H](O)[C@@H](O)[C@H](O)C(OC)O2)=CC=1CC1C=CC(OCC)=CC=1.C(Cl)(C)=O.C([Si](C)(C)[O:38][C@H:39]1[C@H:46]2[C@H:42]([O:43][C:44](C)(C)[O:45]2)[O:41][C@H:40]1[C@H:49]([C:51]1[CH:56]=[CH:55][C:54]([Cl:57])=[C:53]([CH2:58][C:59]2[CH:64]=[CH:63][C:62]([O:65][CH2:66][CH3:67])=[CH:61][CH:60]=2)[CH:52]=1)[OH:50])(C)(C)C>CO>[ClH:1].[Cl:57][C:54]1[CH:55]=[CH:56][C:51]([C@H:49]2[C@H:40]([OH:41])[C@@H:39]([OH:38])[C@H:46]([OH:45])[CH:42]([O:43][CH3:44])[O:50]2)=[CH:52][C:53]=1[CH2:58][C:59]1[CH:60]=[CH:61][C:62]([O:65][CH2:66][CH3:67])=[CH:63][CH:64]=1. Isolated yield 75.0%. Solvent: CO (MeOH), CO (MeOH). Reactants: C(=O)(C)Cl (AcCl), ClC1=C(C=C(C=C1)[C@@H]1OC([C@H]([C@@H]([C@H]1O)O)O)OC)CC1=CC=C(C=C1)OCC ((2S,3R,4R,5S)-2-[4-chloro-3-(4-ethoxy-benzyl)-phenyl]-6-methoxy-tetrahydro-pyran-3,4,5-triol), C(C)(C)(C)[Si](O[C@@H]1[C@@H](O[C@H]2OC(O[C@H]21)(C)C)[C@@H](O)C2=CC(=C(C=C2)Cl)CC2=CC=C(C=C2)OCC)(C)C ((S)-[(3aS,5S,6R,6aS)-6-(tert-butyl-dimethyl-silanyloxy)-2,2-dimethyl-tetrahydro-furo[2,3-d][1,3]dioxol-5-yl]-[4-chloro-3-(4-ethoxy-benzyl)-phenyl]-methanol). Reported procedure: Preparation of (2S,3R,4R,5S)-2-[4-chloro-3-(4-ethoxy-benzyl)-phenyl]-6-methoxy-tetrahydro-pyran-3,4,5-triol. A solution of 0.35 M HCl in MeOH was prepared by adding AcCl (0.25 ml, 3.5 mmol) to MeOH (10 ml) and stirring for 15 minutes The alcohol from step D (0.84 g, 1.5 mmol) was treated with this solution for 16 hours at room temperature and 2 hours at 80° C. in a sealed vial. The reaction was cooled to room temperature, quenched with K2CO3 until basic, diluted with CH2Cl2, filtered, and concen... Product: Cl (HCl), ClC1=C(C=C(C=C1)[C@@H]1OC([C@H]([C@@H]([C@H]1O)O)O)OC)CC1=CC=C(C=C1)OCC ((2S,3R,4R,5S)-2-[4-chloro-3-(4-ethoxy-benzyl)-phenyl]-6-methoxy-tetrahydro-pyran-3,4,5-triol). Starting materials: CCN(CC)S(F)(F)F, ClCCl, OC(CC#Cc1ccccn1)c1cnc2ccccc2n1. Product: FC(CC#Cc1ccccn1)c1cnc2ccccc2n1. As a reaction SMILES: [CH2:1]([N:2]([S:3]([F:4])([F:5])[F:7])[CH2:6][CH3:8])[CH3:9].[Cl:31][CH2:32][Cl:33].[n:10]1[c:11]([C:16]#[C:17][CH2:18][CH:19]([OH:20])[c:21]2[n:22][c:23]3[cH:24][cH:25][cH:26][cH:27][c:28]3[n:29][cH:30]2)[cH:12][cH:13][cH:14][cH:15]1>>[F:7][CH:19]([CH2:18][C:17]#[C:16][c:11]1[n:10][cH:15][cH:14][cH:13][cH:12]1)[c:21]1[n:22][c:23]2[cH:24][cH:25][cH:26][cH:27][c:28]2[n:29][cH:30]1. Reactants: BrC=1NC(C=2NC=NC2N1)=O (2-bromohypoxanthine), C(C)OC1=NC=C(C=C1)N (2-ethoxy-5-aminopyridine), COCCO (2-methoxyethanol). Run in O (water). Yields the product C(C)OC1=NC=C(C=C1)NC=1NC(C=2NC=NC2N1)=O (N2-(2-Ethoxypyridin-5-yl)guanine). The yield is 80.2%. RXN SMILES: Br[C:2]1[NH:3][C:4](=[O:11])[C:5]2[NH:6][CH:7]=[N:8][C:9]=2[N:10]=1.[CH2:12]([O:14][C:15]1[CH:20]=[CH:19][C:18]([NH2:21])=[CH:17][N:16]=1)[CH3:13].COCCO>O>[CH2:12]([O:14][C:15]1[CH:20]=[CH:19][C:18]([NH:21][C:2]2[NH:3][C:4](=[O:11])[C:5]3[NH:6][CH:7]=[N:8][C:9]=3[N:10]=2)=[CH:17][N:16]=1)[CH3:13]. Procedure details: A mixture of 2-bromohypoxanthine (6.3 g; 29.3 mmol), 2-ethoxy-5-aminopyridine (12.1 g; 87.9 mmol), 2-methoxyethanol (90 mL), and water (15 mL) is heated under reflux for 3 h. The reaction mixture is cooled to room temperature, the precipitate collected by filtration and washed with water and methanol to afford N2-(2-Ethoxypyridin-5-yl)guanine (6.4 g), m.p. >350° C. Starting materials: N1C(OC[C@@H]2[C@H]1CCC2)=O ((4aS,7aR)-hexahydro-cyclopenta[d]-[1,3]oxazin-2-one), FC1=NC=C(C=C1)C#CC1=CC=CC=C1 (2-fluoro-5-(phenylethynyl)pyridine), [H-].[Na+] (Sodium hydride). The solvent is CN(C)C=O (DMF). Reaction conditions: time 8 hour. The product is C1(=CC=CC=C1)C#CC=1C=CC(=NC1)N1C(OC[C@@H]2[C@H]1CCC2)=O ((4aS,7aR)-1-(5-Phenylethynyl-pyridin-2-yl)-hexahydro-cyclopenta[d][1,3]oxazin-2-one). Isolated yield 23.4%. Reaction SMILES: [NH:1]1[C@@H:6]2[CH2:7][CH2:8][CH2:9][C@@H:5]2[CH2:4][O:3][C:2]1=[O:10].F[C:12]1[CH:17]=[CH:16][C:15]([C:18]#[C:19][C:20]2[CH:25]=[CH:24][CH:23]=[CH:22][CH:21]=2)=[CH:14][N:13]=1.[H-].[Na+]>CN(C=O)C>[C:20]1([C:19]#[C:18][C:15]2[CH:16]=[CH:17][C:12]([N:1]3[C@@H:6]4[CH2:7][CH2:8][CH2:9][C@@H:5]4[CH2:4][O:3][C:2]3=[O:10])=[N:13][CH:14]=2)[CH:21]=[CH:22][CH:23]=[CH:24][CH:25]=1 |f:2.3|. Procedure: In a 10 ml Round bottomed flask were dissolved (4aS,7aR)-hexahydro-cyclopenta[d]-[1,3]oxazin-2-one (80 mg, 0.57 mmol, 1.0 equiv.) and 2-fluoro-5-(phenylethynyl)pyridine (112 mg, 0.57 mmol, 1.0 equiv.) in 2 ml of DMF. Sodium hydride (60% suspension) (29.5 mg, 0.74 mmol, 1.3 equiv.) were added and the brown suspension was stirred at room temperature overnight. The reaction mixture was quenched with water and extracted twice with ethyl acetate. The combined organic phases were dried, filtered and c... Starting materials: ClC1=C(C(=NC(=C1)C1=C(C=CC=C1)C(F)(F)F)NC(=O)C1=CC(=NO1)C(C)(C)C)[N+](=O)[O-] (3-tert-butyl-isoxazole-5-carboxylic acid [4-chloro-3-nitro-6-(2-trifluoromethyl-phenyl)-pyridin-2-yl]-amide), [Cl-].[NH4+] (ammonium chloride). Reagents/catalysts: [Fe] (iron). Solvent: CCO (EtOH), O (water). Run at temperature 50 celsius, time 3 hour. Product: NC=1C(=NC(=CC1Cl)C1=C(C=CC=C1)C(F)(F)F)NC(=O)C1=CC(=NO1)C(C)(C)C (3-tert-butyl-isoxazole-5-carboxylic acid [3-amino-4-chloro-6-(2-trifluoromethyl-phenyl)-pyridin-2-yl]-amide). RXN SMILES: [Cl:1][C:2]1[CH:7]=[C:6]([C:8]2[CH:13]=[CH:12][CH:11]=[CH:10][C:9]=2[C:14]([F:17])([F:16])[F:15])[N:5]=[C:4]([NH:18][C:19]([C:21]2[O:25][N:24]=[C:23]([C:26]([CH3:29])([CH3:28])[CH3:27])[CH:22]=2)=[O:20])[C:3]=1[N+:30]([O-])=O.[Cl-].[NH4+]>CCO.O.[Fe]>[NH2:30][C:3]1[C:4]([NH:18][C:19]([C:21]2[O:25][N:24]=[C:23]([C:26]([CH3:29])([CH3:28])[CH3:27])[CH:22]=2)=[O:20])=[N:5][C:6]([C:8]2[CH:13]=[CH:12][CH:11]=[CH:10][C:9]=2[C:14]([F:15])([F:16])[F:17])=[CH:7][C:2]=1[Cl:1] |f:1.2|. Procedure: A solution of 3-tert-butyl-isoxazole-5-carboxylic acid [4-chloro-3-nitro-6-(2-trifluoromethyl-phenyl)-pyridin-2-yl]-amide (40.7 mg, 0.0868 mmol, prepared as described in STEP A above) in EtOH (5 mL) and water (2.5 mL) was treated with ammonium chloride (46.4 mg, 0.868 mmol) and iron powder (24.2 mg, 0.434 mmol), and the mixture was stirred at 50° C. for 3 h. The cooled mixture was concentrated in vacuo and partitioned between EtOAc (25 mL) and water (20 mL). The aqueous layer was extracted with ... Starting materials: CCOC(=O)c1ccc(I)cc1, O=C1NC(c2ccccc2)CO1. Yields the product CCOC(=O)c1ccc(N2C(=O)OCC2c2ccccc2)cc1. Reaction SMILES: [I:1][c:2]1[cH:3][cH:4][c:5]([C:6](=[O:7])[O:8][CH2:9][CH3:10])[cH:11][cH:12]1.[c:13]1([CH:19]2[NH:20][C:21](=[O:24])[O:22][CH2:23]2)[cH:14][cH:15][cH:16][cH:17][cH:18]1>>[c:2]1([N:20]2[CH:19]([c:13]3[cH:14][cH:15][cH:16][cH:17][cH:18]3)[CH2:23][O:22][C:21]2=[O:24])[cH:3][cH:4][c:5]([C:6](=[O:7])[O:8][CH2:9][CH3:10])[cH:11][cH:12]1.